From a dataset of the Open Reaction Database (ORD), a public repository of structured organic reaction records. describe an organic reaction: reactants, conditions, products, and yield Reported procedure: Prepared in analogy to EP 0 433 842 A2. A mixture of 1-[3-(4-fluoro-phenyl)-5-methyl-4,5-dihydro-3H-[1,2,3]triazol-4-yl]-piperidine (1.15 g, 0.004 mol) and potassium hydroxide in MeOH (2 N, 29.2 mL, 58 mmol) was heated under reflux for 6 h then cooled to room temperature. The mixture was then poured into water and extracted with diethyl ether and the combined organic extracts washed with brine, dried over sodium sulphate, filtered and evaporated to give the title product (555 mg) as a white soli... Reaction SMILES: [F:1][C:2]1[CH:7]=[CH:6][C:5]([N:8]2[CH:12](N3CCCCC3)[CH:11]([CH3:19])[N:10]=[N:9]2)=[CH:4][CH:3]=1.[OH-].[K+].CO>O>[F:1][C:2]1[CH:3]=[CH:4][C:5]([N:8]2[CH:12]=[C:11]([CH3:19])[N:10]=[N:9]2)=[CH:6][CH:7]=1 |f:1.2|. Reactants: FC1=CC=C(C=C1)N1N=NC(C1N1CCCCC1)C (1-[3-(4-fluoro-phenyl)-5-methyl-4,5-dihydro-3H-[1,2,3]triazol-4-yl]-piperidine), [OH-].[K+] (potassium hydroxide), CO (MeOH), 842 A2. Yield: 78.3%. Solvent: O (water). The product is FC1=CC=C(C=C1)N1N=NC(=C1)C (1-(4-Fluoro-phenyl)-4-methyl-1H-[1,2,3]-triazole). Starting materials: CN(C)C(=O)C(=O)O, CCN(C(C)C)C(C)C, Cl, CCOC(=O)c1nc2n(c(=O)c1OC(=O)c1ccccc1)CC1CCC2(N)CC1, CN(C)C=O, O. Product: CCOC(=O)c1nc2n(c(=O)c1OC(=O)c1ccccc1)CC1CCC2(NC(=O)C(=O)N(C)C)CC1. RXN SMILES: [CH3:31][N:32]([C:33]([C:34](=[O:35])[OH:36])=[O:37])[CH3:38].[CH:39]([N:40]([CH:41]([CH3:42])[CH3:43])[CH2:44][CH3:45])([CH3:46])[CH3:47].[ClH:1].[NH2:2][C:3]12[c:4]3[n:5]([c:12](=[O:30])[c:13]([O:21][C:22](=[O:23])[c:24]4[cH:25][cH:26][cH:27][cH:28][cH:29]4)[c:14]([C:16](=[O:17])[O:18][CH2:19][CH3:20])[n:15]3)[CH2:6][CH:7]([CH2:8][CH2:9]1)[CH2:10][CH2:11]2.[O:49]=[CH:50][N:51]([CH3:52])[CH3:53].[OH2:48]>>[NH:2]([C:3]12[c:4]3[n:5]([c:12](=[O:30])[c:13]([O:21][C:22](=[O:23])[c:24]4[cH:25][cH:26][cH:27][cH:28][cH:29]4)[c:14]([C:16](=[O:17])[O:18][CH2:19][CH3:20])[n:15]3)[CH2:6][CH:7]([CH2:8][CH2:9]1)[CH2:10][CH2:11]2)[C:34]([C:33]([N:32]([CH3:31])[CH3:38])=[O:37])=[O:35]. Starting materials: [Al+3], COC(=O)c1cc(Br)c2c(c1)N(c1c(Cl)cccc1Cl)C(=O)N(Cc1ccc(OC)cc1)C2, C1CCOC1, [H-], [H-], [H-], [H-], [Li+]. Product: COc1ccc(CN2Cc3c(Br)cc(CO)cc3N(c3c(Cl)cccc3Cl)C2=O)cc1. RXN SMILES: [Al+3:35].[Br:1][c:2]1[c:3]2[c:8]([cH:9][c:10]([C:12](=[O:13])[O:14][CH3:15])[cH:11]1)[N:7]([c:16]1[c:17]([Cl:23])[cH:18][cH:19][cH:20][c:21]1[Cl:22])[C:6](=[O:24])[N:5]([CH2:25][c:26]1[cH:27][cH:28][c:29]([O:32][CH3:33])[cH:30][cH:31]1)[CH2:4]2.[CH2:40]1[O:41][CH2:42][CH2:43][CH2:44]1.[H-:34].[H-:37].[H-:38].[H-:39].[Li+:36]>>[Br:1][c:2]1[c:3]2[c:8]([cH:9][c:10]([CH2:12][OH:13])[cH:11]1)[N:7]([c:16]1[c:17]([Cl:23])[cH:18][cH:19][cH:20][c:21]1[Cl:22])[C:6](=[O:24])[N:5]([CH2:25][c:26]1[cH:27][cH:28][c:29]([O:32][CH3:33])[cH:30][cH:31]1)[CH2:4]2. The reactants are ON=C(C(=O)OC(C)(C)C)C(C1=CC=NC=C1)=O (tert-Butyl 2-hydroxyimino-3-oxo-3-(4-pyridyl)propionate), COC=1C=C(CN)C=CC1 (3-methoxybenzylamine). Solvent: C1(=CC=CC=C1)C (toluene). The product is COC=1C=C(C=CC1)C=1NC(=C(N1)C(=O)OC(C)(C)C)C1=CC=NC=C1 (tert-butyl 2-(3-methoxyphenyl)-5-(4-pyridyl)imidazole-4-carboxylate). Yield: 31.2%. As a reaction SMILES: O[N:2]=[C:3]([C:11](=O)[C:12]1[CH:17]=[CH:16][N:15]=[CH:14][CH:13]=1)[C:4]([O:6][C:7]([CH3:10])([CH3:9])[CH3:8])=[O:5].[CH3:19][O:20][C:21]1[CH:22]=[C:23]([CH:26]=[CH:27][CH:28]=1)[CH2:24][NH2:25]>C1(C)C=CC=CC=1>[CH3:19][O:20][C:21]1[CH:22]=[C:23]([C:24]2[NH:25][C:11]([C:12]3[CH:17]=[CH:16][N:15]=[CH:14][CH:13]=3)=[C:3]([C:4]([O:6][C:7]([CH3:10])([CH3:9])[CH3:8])=[O:5])[N:2]=2)[CH:26]=[CH:27][CH:28]=1. Reported procedure: tert-Butyl 2-hydroxyimino-3-oxo-3-(4-pyridyl)propionate (3.2 g) and 3-methoxybenzylamine (2.1 g) were dissolved in toluene (120 ml), and the mixture was reacted and treated in the same manner as in Starting Material Synthetic Example 10 to give tert-butyl 2-(3-methoxyphenyl)-5-(4-pyridyl)imidazole-4-carboxylate (1.4 g), melting point 197-199° C. Reactants: NC1=CC=C2C(=N1)C(=CN2)C2CCN(CC2)C (5-amino-3-(1-methylpiperidin-4-yl)pyrrolo[3,2-b]pyridine), BrC=1C=C(C(=O)Cl)C=CC1 (3-bromobenzoyl chloride). Product: BrC=1C=C(C(=O)NC2=CC=C3C(=N2)C(=CN3)C3CCN(CC3)C)C=CC1 (5-(N-[3-bromobenzoyl]amino)-3-(1-methylpiperidin-4-yl)pyrrolo[3,2-b]pyridine). Isolated yield 89.3%. RXN SMILES: [NH2:1][C:2]1[N:7]=[C:6]2[C:8]([CH:11]3[CH2:16][CH2:15][N:14]([CH3:17])[CH2:13][CH2:12]3)=[CH:9][NH:10][C:5]2=[CH:4][CH:3]=1.[Br:18][C:19]1[CH:20]=[C:21]([CH:25]=[CH:26][CH:27]=1)[C:22](Cl)=[O:23]>>[Br:18][C:19]1[CH:20]=[C:21]([CH:25]=[CH:26][CH:27]=1)[C:22]([NH:1][C:2]1[N:7]=[C:6]2[C:8]([CH:11]3[CH2:16][CH2:15][N:14]([CH3:17])[CH2:13][CH2:12]3)=[CH:9][NH:10][C:5]2=[CH:4][CH:3]=1)=[O:23]. Reported procedure: Beginning with 0.015 gm (0.065 mMol) 5-amino-3-(1-methylpiperidin-4-yl)pyrrolo[3,2-b]pyridine and 0.0095 mL (0.072 mMol) 3-bromobenzoyl chloride, 0.024 gm (90%) of the title compound were prepared essentially by the procedure described in Example 7. Starting materials: N#Cc1ccccc1Br, CN(C)C=O, CO, ClCCl, [K+], [K+], [K+], O=P([O-])([O-])[O-], c1ccc(P(c2ccccc2)(c2ccccc2)[Pd](P(c2ccccc2)(c2ccccc2)c2ccccc2)(P(c2ccccc2)(c2ccccc2)c2ccccc2)P(c2ccccc2)(c2ccccc2)c2ccccc2)cc1, CC1(C)OB(c2cccc(-n3cnc4cc(-c5ccoc5)cnc43)c2)OC1(C)C. Product: N#Cc1ccccc1-c1cccc(-n2cnc3cc(-c4ccoc4)cnc32)c1. RXN SMILES: [Br:30][c:31]1[c:32]([C:33]#[N:34])[cH:35][cH:36][cH:37][cH:38]1.[CH3:47][N:48]([CH3:49])[CH:50]=[O:51].[CH3:55][OH:56].[Cl:52][CH2:53][Cl:54].[K+:44].[K+:45].[K+:46].[P:39]([O-:40])([O-:41])([O-:42])=[O:43].[cH:57]1[cH:58][cH:59][c:60]([P:61]([Pd:62]([P:63]([c:64]2[cH:65][cH:66][cH:67][cH:68][cH:69]2)([c:70]2[cH:71][cH:72][cH:73][cH:74][cH:75]2)[c:76]2[cH:77][cH:78][cH:79][cH:80][cH:81]2)([P:82]([c:83]2[cH:84][cH:85][cH:86][cH:87][cH:88]2)([c:89]2[cH:90][cH:91][cH:92][cH:93][cH:94]2)[c:95]2[cH:96][cH:97][cH:98][cH:99][cH:100]2)[P:101]([c:102]2[cH:103][cH:104][cH:105][cH:106][cH:107]2)([c:108]2[cH:109][cH:110][cH:111][cH:112][cH:113]2)[c:114]2[cH:115][cH:116][cH:117][cH:118][cH:119]2)([c:120]2[cH:121][cH:122][cH:123][cH:124][cH:125]2)[c:126]2[cH:127][cH:128][cH:129][cH:130][cH:131]2)[cH:132][cH:133]1.[o:1]1[cH:2][c:3](-[c:6]2[cH:7][c:8]3[c:9]([n:10][cH:11]2)[n:12](-[c:15]2[cH:16][c:17]([B:21]4[O:22][C:23]([CH3:24])([CH3:25])[C:26]([CH3:27])([CH3:28])[O:29]4)[cH:18][cH:19][cH:20]2)[cH:13][n:14]3)[cH:4][cH:5]1>>[o:1]1[cH:2][c:3](-[c:6]2[cH:7][c:8]3[c:9]([n:10][cH:11]2)[n:12](-[c:15]2[cH:16][c:17](-[c:31]4[c:32]([C:33]#[N:34])[cH:35][cH:36][cH:37][cH:38]4)[cH:18][cH:19][cH:20]2)[cH:13][n:14]3)[cH:4][cH:5]1. Reactants: COC(=O)N[C@H](C(=O)N1CC2(OCCO2)C[C@H]1C=1NC(=CN1)C1=CC=C(C=C1)C=1C=C2C=CC3=C(NC(=N3)[C@H]3N(CCC3)C(=O)OC(C)(C)C)C2=CC1)C(C)C ((S)-Tert-butyl 2-(7-(4-(2-((S)-7-((S)-2-(methoxycarbonylamino)-3-methylbutanoyl)-1,4-dioxa-7-azaspiro[4.4]nonan-8-yl)-1H-imidazol-5-yl)phenyl)-1H-naphtho[1,2-d]imidazol-2-yl)pyrrolidine-1-carboxylate), BrC1=CC=C(C=C1)C1=CN=C(N1)[C@H]1N(CC2(OCCO2)C1)C([C@H](C(C)C)NC(OC)=O)=O (methyl (S)-1-((S)-8-(5-(4-bromophenyl)-1H-imidazol-2-yl)-1,4-dioxa-7-azaspiro[4.4]nonan-7-yl)-3-methyl-1-oxobutan-2-ylcarbamate), B1(OC(C(O1)(C)C)(C)C)B2OC(C(O2)(C)C)(C)C (bis(pinacolato)diboron), BrC=1C=C2C=CC(=CC2=CC1)C1=CN=C(N1)[C@H]1N(CCC1)C([C@H](C(C)C)NC(OC)=O)=O (methyl (S)-1-((S)-2-(5-(6-bromonaphthalen-2-yl)-1H-imidazol-2-yl)pyrrolidin-1-yl)-3-methyl-1-oxobutan-2-ylcarbamate), BrC1=CC=C(C=C1)C1=CN=C(N1)[C@H]1N(COC1)C(=O)OC(C)(C)C ((R)-tert-butyl 4-(5-(4-bromophenyl)-1H-imidazol-2-yl)oxazolidine-3-carboxylate), BrC=1C=C2C=CC3=C(NC(=N3)[C@H]3N(CCC3)C(=O)OC(C)(C)C)C2=CC1 ((S)-tert-butyl 2-(7-bromo-1H-naphtho[1,2-d]imidazol-2-yl)pyrrolidine-1-carboxylate). Product: COC(=O)N[C@H](C(=O)N1[C@@H](CCC1)C=1NC(=CN1)C=1C=C2C=CC(=CC2=CC1)C1=CC=C(C=C1)C1=CN=C(N1)[C@H]1N(COC1)C(=O)OC(C)(C)C)C(C)C ((R)-tert-butyl 4-(5-(4-(6-(2-((S)-1-((S)-2-(methoxycarbonylamino)-3-methylbutanoyl)pyrrolidin-2-yl)-1H-imidazol-5-yl)naphthalen-2-yl)phenyl)-1H-imidazol-2-yl)oxazolidine-3-carboxylate). As a reaction SMILES: [CH3:1][O:2][C:3]([NH:5][C@@H:6]([CH:54]([CH3:56])[CH3:55])[C:7]([N:9]1[C@H:17]([C:18]2[NH:19][C:20]([C:23]3[CH:28]=[CH:27][C:26]([C:29]4[CH:30]=[C:31]5C(=CC=4)C4NC([C@@H]6CCCN6C(OC(C)(C)C)=O)=NC=4[CH:33]=[CH:32]5)=[CH:25][CH:24]=3)=[CH:21][N:22]=2)[CH2:16][C:11]2(OCCO2)[CH2:10]1)=[O:8])=[O:4].Br[C:58]1C=C2C(=C[CH:67]=1)C=C(C1NC([C@@H]3CCCN3C(=O)[C@@H](NC(=O)OC)C(C)C)=NC=1)C=C2.BrC1C=C[C:93]([C:96]2[NH:100][C:99]([C@@H:101]3[CH2:105][O:104][CH2:103][N:102]3[C:106]([O:108][C:109]([CH3:112])([CH3:111])[CH3:110])=[O:107])=[N:98][CH:97]=2)=[CH:92][CH:91]=1.BrC1C=CC(C2NC([C@@H]3CC4(OCCO4)CN3C(=O)[C@@H](NC(=O)OC)C(C)C)=NC=2)=CC=1.B1(B2OC(C)(C)C(C)(C)O2)OC(C)(C)C(C)(C)O1.BrC1C=C2C(=CC=1)C1NC([C@@H]3CCCN3C(OC(C)(C)C)=O)=NC=1C=C2>>[CH3:1][O:2][C:3]([NH:5][C@@H:6]([CH:54]([CH3:55])[CH3:56])[C:7]([N:9]1[CH2:10][CH2:11][CH2:16][C@H:17]1[C:18]1[NH:19][C:20]([C:23]2[CH:28]=[C:27]3[C:26](=[CH:25][CH:24]=2)[CH:29]=[C:30]([C:31]2[CH:91]=[CH:92][C:93]([C:96]4[NH:100][C:99]([C@@H:101]5[CH2:105][O:104][CH2:103][N:102]5[C:106]([O:108][C:109]([CH3:112])([CH3:111])[CH3:110])=[O:107])=[N:98][CH:97]=4)=[CH:33][CH:32]=2)[CH:67]=[CH:58]3)=[CH:21][N:22]=1)=[O:8])=[O:4]. Procedure details: The title compound was prepared according to the method employed to prepare (S)-Tert-butyl 2-(7-(4-(2-((S)-7-((S)-2-(methoxycarbonylamino)-3-methylbutanoyl)-1,4-dioxa-7-azaspiro[4.4]nonan-8-yl)-1H-imidazol-5-yl)phenyl)-1H-naphtho[1,2-d]imidazol-2-yl)pyrrolidine-1-carboxylate, except that, respectively, methyl (S)-1-((S)-2-(5-(6-bromonaphthalen-2-yl)-1H-imidazol-2-yl)pyrrolidin-1-yl)-3-methyl-1-oxobutan-2-ylcarbamate and (R)-tert-butyl 4-(5-(4-bromophenyl)-1H-imidazol-2-yl)oxazolidine-3-carboxyla...